This data is from the Open Reaction Database (ORD), a public repository of structured organic reaction records. The task is: describe an organic reaction: reactants, conditions, products, and yield Reactants: Cl, CC(N)c1ccc(NS(C)(=O)=O)c(F)c1, O=C(O)C=Cc1ccc(C(F)(F)F)nc1Nc1ccccc1. Yields the product CC(NC(=O)C=Cc1ccc(C(F)(F)F)nc1Nc1ccccc1)c1ccc(NS(C)(=O)=O)c(F)c1. As a reaction SMILES: [ClH:16].[NH2:1][CH:2]([CH3:3])[c:4]1[cH:5][c:6]([F:15])[c:7]([NH:10][S:11](=[O:12])(=[O:13])[CH3:14])[cH:8][cH:9]1.[c:17]1([NH:23][c:24]2[n:25][c:26]([C:35]([F:36])([F:37])[F:38])[cH:27][cH:28][c:29]2[CH:30]=[CH:31][C:32](=[O:33])[OH:34])[cH:18][cH:19][cH:20][cH:21][cH:22]1>>[NH:1]([CH:2]([CH3:3])[c:4]1[cH:5][c:6]([F:15])[c:7]([NH:10][S:11](=[O:12])(=[O:13])[CH3:14])[cH:8][cH:9]1)[C:32]([CH:31]=[CH:30][c:29]1[c:24]([NH:23][c:17]2[cH:18][cH:19][cH:20][cH:21][cH:22]2)[n:25][c:26]([C:35]([F:36])([F:37])[F:38])[cH:27][cH:28]1)=[O:33]. The reactants are C(CCCCCCCCCCCCCCCCC)OCCCO (3-(octadecyloxy)propanol), BrCCCBr (1,3-dibromopropane). The reagents and catalysts are [Cl-].C(CCCCCCCCCCCCCCC)[N+](C)(C)C (cetyltrimethylammonium chloride). The product is BrCCCOCCCOCCCCCCCCCCCCCCCCCC (1-bromo-3-[3-(octadecyloxy)propoxy]propane). Yield: 7.7%. RXN SMILES: [CH2:1]([O:19][CH2:20][CH2:21][CH2:22][OH:23])[CH2:2][CH2:3][CH2:4][CH2:5][CH2:6][CH2:7][CH2:8][CH2:9][CH2:10][CH2:11][CH2:12][CH2:13][CH2:14][CH2:15][CH2:16][CH2:17][CH3:18].[Br:24][CH2:25][CH2:26][CH2:27]Br>[Cl-].C([N+](C)(C)C)CCCCCCCCCCCCCCC>[Br:24][CH2:25][CH2:26][CH2:27][O:23][CH2:22][CH2:21][CH2:20][O:19][CH2:1][CH2:2][CH2:3][CH2:4][CH2:5][CH2:6][CH2:7][CH2:8][CH2:9][CH2:10][CH2:11][CH2:12][CH2:13][CH2:14][CH2:15][CH2:16][CH2:17][CH3:18] |f:2.3|. Procedure: Employing 3-(octadecyloxy)propanol (5 g), 1,3-dibromopropane (9.2 g) and cetyltrimethylammonium chloride (0.97 g), a reaction and aftertreatment are conducted in the same manner as those in Reference Example 4 to obtain the above-titled compound (0.53 g). The reactants are ClC=1C=C(C(=O)OC)C=C(C1OC)C#N (Methyl 3-chloro-5-cyano-4-methoxybenzoate), O.[OH-].[Li+] (lithium hydroxide monohydrate). The solvent is O1CCCC1 (tetrahydrofuran), O (water). Conditions: time 90 minute. Product: ClC=1C=C(C(=O)O)C=C(C1OC)C#N (3-chloro-5-cyano-4-methoxybenzoic acid). Isolated yield 98.9%. Reaction SMILES: [Cl:1][C:2]1[CH:3]=[C:4]([CH:9]=[C:10]([C:14]#[N:15])[C:11]=1[O:12][CH3:13])[C:5]([O:7]C)=[O:6].O.[OH-].[Li+]>O1CCCC1.O>[Cl:1][C:2]1[CH:3]=[C:4]([CH:9]=[C:10]([C:14]#[N:15])[C:11]=1[O:12][CH3:13])[C:5]([OH:7])=[O:6] |f:1.2.3|. Procedure: Methyl 3-chloro-5-cyano-4-methoxybenzoate (1.02 g) was dissolved in tetrahydrofuran (15 mL) and water (6 mL), and lithium hydroxide monohydrate (759 mg) was added to the solution, and then the mixture was stirred at room temperature for 90 minutes. The organic solvent was distilled off and the aqueous layer was washed with n-hexane. The aqueous layer was acidified with 1N hydrochloric acid and then extracted with ethyl acetate. The organic layer was washed with saturated brine, and then dried ov...